The task is: describe an organic reaction: reactants, conditions, products, and yield. This data is from the Open Reaction Database (ORD), a public repository of structured organic reaction records. Reactants: CC(C)(C)c1cccc(C(C)(C)C)c1O, CC(=O)O, CC(=O)[O-], [NH4+], O. The product is CC(C)(C)c1cc(C=O)cc(C(C)(C)C)c1O. As a reaction SMILES: [C:10]([CH3:11])([CH3:12])([CH3:13])[c:14]1[c:15]([OH:24])[c:16]([C:20]([CH3:21])([CH3:22])[CH3:23])[cH:17][cH:18][cH:19]1.[CH3:1][C:2]([OH:3])=[O:4].[CH3:6][C:7](=[O:8])[O-:9].[NH4+:5].[OH2:25]>>[CH:2](=[O:3])[c:18]1[cH:17][c:16]([C:20]([CH3:21])([CH3:22])[CH3:23])[c:15]([OH:24])[c:14]([C:10]([CH3:11])([CH3:12])[CH3:13])[cH:19]1. The reactants are B, O=C([O-])O, CCO, CC(CO)(C(=O)O)n1cc(-c2cc(F)cc3c2-c2ccccc2C3(O)C(F)(F)F)cn1, [Na+], C1CCOC1, C1CCOC1, O. Product: CC(CO)(CO)n1cc(-c2cc(F)cc3c2-c2ccccc2C3(O)C(F)(F)F)cn1. RXN SMILES: [BH3:37].[C:41](=[O:42])([O-:43])[OH:44].[CH3:38][CH2:39][OH:40].[F:1][c:2]1[cH:3][c:4]2[c:12]([c:13](-[c:15]3[cH:16][n:17][n:18]([C:20]([C:21](=[O:22])[OH:23])([CH2:24][OH:25])[CH3:26])[cH:19]3)[cH:14]1)-[c:11]1[c:6]([cH:7][cH:8][cH:9][cH:10]1)[C:5]2([C:27]([F:28])([F:29])[F:30])[OH:31].[Na+:45].[O:32]1[CH2:33][CH2:34][CH2:35][CH2:36]1.[O:46]1[CH2:47][CH2:48][CH2:49][CH2:50]1.[OH2:51]>>[F:1][c:2]1[cH:3][c:4]2[c:12]([c:13](-[c:15]3[cH:16][n:17][n:18]([C:20]([CH2:21][OH:22])([CH2:24][OH:25])[CH3:26])[cH:19]3)[cH:14]1)-[c:11]1[c:6]([cH:7][cH:8][cH:9][cH:10]1)[C:5]2([C:27]([F:28])([F:29])[F:30])[OH:31].